Dataset: the Open Reaction Database (ORD), a public repository of structured organic reaction records. Task: describe an organic reaction: reactants, conditions, products, and yield The reactants are Br, COc1cccc(C=C2CCCCC2N2CCC2)c1, O. Yields the product Oc1cccc(C=C2CCCCC2N2CCC2)c1. As a reaction SMILES: [BrH:20].[CH3:1][O:2][c:3]1[cH:4][c:5]([CH:9]=[C:10]2[CH:11]([N:16]3[CH2:17][CH2:18][CH2:19]3)[CH2:12][CH2:13][CH2:14][CH2:15]2)[cH:6][cH:7][cH:8]1.[OH2:21]>>[OH:2][c:3]1[cH:4][c:5]([CH:9]=[C:10]2[CH:11]([N:16]3[CH2:17][CH2:18][CH2:19]3)[CH2:12][CH2:13][CH2:14][CH2:15]2)[cH:6][cH:7][cH:8]1. Run at temperature 0 celsius, time 2 hour. Run in O (H2O), O (H2O), OS(=O)(=O)O (H2SO4). Reaction SMILES: [CH3:1][O:2][C:3]1[N:8]=[C:7]([C:9]([F:12])([F:11])[F:10])[C:6](N)=[CH:5][CH:4]=1.N([O-])=O.[Na+].[I-:18].[K+]>OS(O)(=O)=O.O>[I:18][C:6]1[C:7]([C:9]([F:12])([F:11])[F:10])=[N:8][C:3]([O:2][CH3:1])=[CH:4][CH:5]=1 |f:1.2,3.4|. Procedure: 6-methoxy-2-(trifluoromethyl)pyridin-3-amine (1 g) was dissolved in H2SO4 (3 ml) and a dropwise addition of sodium nitrite (718 mg) in H2O (3 ml) was made to reaction mixture at 0° C. After 2 hour of stirring at 0° C., it was raised to room temperature. Potassium iodide (1.73 g) in H2O (3 ml) was added to the reaction mixture in a drop-wise fashion. It was heated to 60° C. for 3 hour. It was extracted with ethyl acetate, washed with sodium thiosulfate solution (Sat.), dried (MgSO4), filtered and... The reactants are N(=O)[O-].[Na+] (sodium nitrite), [I-].[K+] (Potassium iodide), COC1=CC=C(C(=N1)C(F)(F)F)N (6-methoxy-2-(trifluoromethyl)pyridin-3-amine). The yield is 220.0%. The product is IC=1C(=NC(=CC1)OC)C(F)(F)F (3-iodo-6-methoxy-2-(trifluoromethyl)pyridine). Starting materials: C(C=C)[C@@]1(C(N([C@@H]([C@H](C1)C1=CC(=CC=C1)Cl)C1=CC=C(C=C1)Cl)[C@H](C(C)O)CC)=O)C ((3S,5R,6S)-3-Allyl-5-(3-chlorophenyl)-6-(4-chlorophenyl)-1-((3S)-2-hydroxypentan-3-yl)-3-methylpiperidin-2-one), NaIO4, CCOC(=O)C (EtOAc), NaIO4, NaIO4. The reagents and catalysts are O.[Ru](Cl)(Cl)Cl (Ruthenium(III) chloride hydrate). The solvent is CC#N (CH3CN), O (water), C(Cl)Cl (DCM). Run at time 50 minute. Yields the product ClC=1C=C(C=CC1)[C@H]1C[C@](C(N([C@@H]1C1=CC=C(C=C1)Cl)[C@H](C(C)=O)CC)=O)(C)CC(=O)O (2-((3R,5R,6S)-5-(3-Chlorophenyl)-6-(4-chlorophenyl)-3-methyl-2-oxo-1-((S)-2-oxopentan-3-yl)piperidin-3-yl)acetic acid). As a reaction SMILES: [CH2:1]([C@@:4]1(C)[CH2:9][C@H:8]([C:10]2[CH:15]=[CH:14][CH:13]=[C:12]([Cl:16])[CH:11]=2)[C@@H:7]([C:17]2[CH:22]=[CH:21][C:20]([Cl:23])=[CH:19][CH:18]=2)[N:6]([C@@H:24]([CH2:28][CH3:29])[CH:25]([OH:27])[CH3:26])[C:5]1=[O:30])C=C.CC[O:34][C:35]([CH3:37])=[O:36]>CC#N.O.C(Cl)Cl.O.[Ru](Cl)(Cl)Cl>[Cl:16][C:12]1[CH:11]=[C:10]([C@@H:8]2[C@@H:7]([C:17]3[CH:22]=[CH:21][C:20]([Cl:23])=[CH:19][CH:18]=3)[N:6]([C@@H:24]([CH2:28][CH3:29])[C:25](=[O:27])[CH3:26])[C:5](=[O:30])[C@:4]([CH2:37][C:35]([OH:34])=[O:36])([CH3:1])[CH2:9]2)[CH:15]=[CH:14][CH:13]=1 |f:5.6|. Procedure: Ruthenium(III) chloride hydrate (1.404 g, 6.23 mmol) was added to a solution of (3S,5R,6S)-3-allyl-5-(3-chlorophenyl)-6-(4-chlorophenyl)-1-((3S)-2-hydroxypentan-3-yl)-3-methylpiperidin-2-one (Example 151, Step C) (130.30 g, 283 mmol) and NaIO4 (61.5 g) in EtOAc (630 mL), CH3CN (630 mL) and water (935 mL) at 18° C. The remaining NaIO4 (307.5 g) was added in five portions over 2.5 hours while maintaining the temperature below 26° C. 15 minutes after the final addition of NaIO4 the cooling bath was... Starting materials: C1(=CC=CC=C1)S(=O)(=O)N1C(=CC2=CC=CC=C12)C([C@@H](OCC1=CC=CC=C1)[C@@H](OCC1=CC=CC=C1)[C@H](OCC1=CC=CC=C1)[C@H](O)COCC1=CC=CC=C1)O (1-C-[1-(phenylsulfonyl)indole-2-yl]-2,3,4,6-tetra-O-benzyl-D-mannitol), compound ( VI ), compound ( V ), paratoluene sulfate monohydrate. Run in C1(=CC=CC=C1)C (toluene). Conditions: temperature 100 celsius, time 1 hour. The product is C1(=CC=CC=C1)S(=O)(=O)N1C(=CC2=CC=CC=C12)[C@@H]1[C@@H](OCC2=CC=CC=C2)[C@@H](OCC2=CC=CC=C2)[C@H](OCC2=CC=CC=C2)[C@H](O1)COCC1=CC=CC=C1 ((1R)-1,5-anhydro-1-C-[1-(phenylsulfonyl)indole-2-yl]-2,3,4,6-tetra-O-benzyl-D-mannitol). Yield: 57.9%. RXN SMILES: [C:1]1([S:7]([N:10]2[C:18]3[C:13](=[CH:14][CH:15]=[CH:16][CH:17]=3)[CH:12]=[C:11]2[CH:19](O)[C@H:20]([C@H:29]([C@@H:38]([C@@H:47]([CH2:49][O:50][CH2:51][C:52]2[CH:57]=[CH:56][CH:55]=[CH:54][CH:53]=2)[OH:48])[O:39][CH2:40][C:41]2[CH:46]=[CH:45][CH:44]=[CH:43][CH:42]=2)[O:30][CH2:31][C:32]2[CH:37]=[CH:36][CH:35]=[CH:34][CH:33]=2)[O:21][CH2:22][C:23]2[CH:28]=[CH:27][CH:26]=[CH:25][CH:24]=2)(=[O:9])=[O:8])[CH:6]=[CH:5][CH:4]=[CH:3][CH:2]=1>C1(C)C=CC=CC=1>[C:1]1([S:7]([N:10]2[C:18]3[C:13](=[CH:14][CH:15]=[CH:16][CH:17]=3)[CH:12]=[C:11]2[C@H:19]2[O:48][C@H:47]([CH2:49][O:50][CH2:51][C:52]3[CH:53]=[CH:54][CH:55]=[CH:56][CH:57]=3)[C@@H:38]([O:39][CH2:40][C:41]3[CH:46]=[CH:45][CH:44]=[CH:43][CH:42]=3)[C@H:29]([O:30][CH2:31][C:32]3[CH:37]=[CH:36][CH:35]=[CH:34][CH:33]=3)[C@@H:20]2[O:21][CH2:22][C:23]2[CH:24]=[CH:25][CH:26]=[CH:27][CH:28]=2)(=[O:8])=[O:9])[CH:6]=[CH:5][CH:4]=[CH:3][CH:2]=1. Procedure details: First, 5.85 g (7.33 mmol) of 1-C-[1-(phenylsulfonyl)indole-2-yl]-2,3,4,6-tetra-O-benzyl-D-mannitol [compound (V) wherein R1 to R4 are benzyl and R5 is phenylsulfonyl]was dissolved in toluene (500 ml). Then, 0.70 g (3.68 mmol) of paratoluene sulfate monohydrate was added to the mixture and stirred at about 100° C. for about 1 hour. After the reaction was terminated, a saturated solution of sodium hydrogen carbonate in water was added to the reaction mixture which was then subjected to extraction ... Starting materials: C#Cc1ccccn1, CCNCC, CN(C)C=O, Cn1cc(C(=O)NCc2ccc(Cl)cc2)c(=O)c2cc(CN3CCOCC3)cc(I)c21, [Cu]I, Cl[Pd]Cl, c1ccc(P(c2ccccc2)c2ccccc2)cc1, c1ccc(P(c2ccccc2)c2ccccc2)cc1. Product: Cn1cc(C(=O)NCc2ccc(Cl)cc2)c(=O)c2cc(CN3CCOCC3)cc(C#Cc3ccccn3)c21. As a reaction SMILES: [C:37](#[CH:38])[c:39]1[n:40][cH:41][cH:42][cH:43][cH:44]1.[CH2:32]([NH:33][CH2:34][CH3:35])[CH3:36].[CH3:88][N:89]([CH3:90])[CH:91]=[O:92].[Cl:1][c:2]1[cH:3][cH:4][c:5]([CH2:6][NH:7][C:8](=[O:9])[c:10]2[cH:11][n:12]([CH3:29])[c:13]3[c:14]([I:28])[cH:15][c:16]([CH2:21][N:22]4[CH2:23][CH2:24][O:25][CH2:26][CH2:27]4)[cH:17][c:18]3[c:19]2=[O:20])[cH:30][cH:31]1.[Cu:45][I:46].[Pd:47]([Cl:48])[Cl:49].[c:50]1([P:51]([c:52]2[cH:53][cH:54][cH:55][cH:56][cH:57]2)[c:58]2[cH:59][cH:60][cH:61][cH:62][cH:63]2)[cH:64][cH:65][cH:66][cH:67][cH:68]1.[c:69]1([P:70]([c:71]2[cH:72][cH:73][cH:74][cH:75][cH:76]2)[c:77]2[cH:78][cH:79][cH:80][cH:81][cH:82]2)[cH:83][cH:84][cH:85][cH:86][cH:87]1>>[Cl:1][c:2]1[cH:3][cH:4][c:5]([CH2:6][NH:7][C:8](=[O:9])[c:10]2[cH:11][n:12]([CH3:29])[c:13]3[c:14]([C:38]#[C:37][c:39]4[n:40][cH:41][cH:42][cH:43][cH:44]4)[cH:15][c:16]([CH2:21][N:22]4[CH2:23][CH2:24][O:25][CH2:26][CH2:27]4)[cH:17][c:18]3[c:19]2=[O:20])[cH:30][cH:31]1. Starting materials: C(C)OC(CN1C[C@@H](C(C1)=C)NC(=O)C=1SC(=CC1)Cl)=O ({(R)-3-[(5-chloro-thiophene-2-carbonyl)-amino]-4-methylene-pyrrolidin-1-yl}-acetic acid ethyl ester), NC1=C(C=C(C=C1)N1C(C=CC=C1)=O)F (1-(4-amino-3-fluoro-phenyl)-1H-pyridin-2-one). Yields the product FC1=C(C=CC(=C1)N1C(C=CC=C1)=O)NC(=O)CN1C[C@@H](C(C1)=C)NC(=O)C=1SC(=CC1)Cl (5-chloro-thiophene-2-carboxylic acid ((R)-1-{[2-fluoro-4-(2-oxo-2H-pyridin-1-yl)-phenylcarbamoyl]-methyl}-4-methylene-pyrrolidin-3-yl)-amide). As a reaction SMILES: C(O[C:4](=[O:21])[CH2:5][N:6]1[CH2:10][C:9](=[CH2:11])[C@@H:8]([NH:12][C:13]([C:15]2[S:16][C:17]([Cl:20])=[CH:18][CH:19]=2)=[O:14])[CH2:7]1)C.[NH2:22][C:23]1[CH:28]=[CH:27][C:26]([N:29]2[CH:34]=[CH:33][CH:32]=[CH:31][C:30]2=[O:35])=[CH:25][C:24]=1[F:36]>>[F:36][C:24]1[CH:25]=[C:26]([N:29]2[CH:34]=[CH:33][CH:32]=[CH:31][C:30]2=[O:35])[CH:27]=[CH:28][C:23]=1[NH:22][C:4]([CH2:5][N:6]1[CH2:10][C:9](=[CH2:11])[C@@H:8]([NH:12][C:13]([C:15]2[S:16][C:17]([Cl:20])=[CH:18][CH:19]=2)=[O:14])[CH2:7]1)=[O:21]. Reported procedure: 39.4 Using general procedure F {(R)-3-[(5-chloro-thiophene-2-carbonyl)-amino]-4-methylene-pyrrolidin-1-yl}-acetic acid ethyl ester was reacted with 1-(4-amino-3-fluoro-phenyl)-1H-pyridin-2-one (CAS 536747-52-1, prepared according to WO 2003045912) to give 5-chloro-thiophene-2-carboxylic acid ((R)-1-{[2-fluoro-4-(2-oxo-2H-pyridin-1-yl)-phenylcarbamoyl]-methyl}-4-methylene-pyrrolidin-3-yl)-amide. Yellow solid. MS 487.2 ([M+H]+) The solvent is O1CCCC1 (tetrahydrofuran), O1CCCC1 (tetrahydrofuran). Product: FC1=CC=C(OC2CCN(CC2)CCC2=CNC3=CC=CC=C23)C=C1 (3-{2-[4-(p-fluorophenoxy)piperidyl]ethyl}indole). The reactants are [H-].[Al+3].[Li+].[H-].[H-].[H-] (lithium aluminum hydride), N1C=C(C2=CC=CC=C12)C(C(=O)N1CCC(CC1)OC1=CC=C(C=C1)F)=O (1-(indol-3-ylglyoxyloyl)-4-(p-fluorophenoxy)piperidine). Reaction SMILES: [H-].[Al+3].[Li+].[H-].[H-].[H-].[NH:7]1[C:15]2[C:10](=[CH:11][CH:12]=[CH:13][CH:14]=2)[C:9]([C:16](=O)[C:17]([N:19]2[CH2:24][CH2:23][CH:22]([O:25][C:26]3[CH:31]=[CH:30][C:29]([F:32])=[CH:28][CH:27]=3)[CH2:21][CH2:20]2)=O)=[CH:8]1>O1CCCC1>[F:32][C:29]1[CH:28]=[CH:27][C:26]([O:25][CH:22]2[CH2:21][CH2:20][N:19]([CH2:17][CH2:16][C:9]3[C:10]4[C:15](=[CH:14][CH:13]=[CH:12][CH:11]=4)[NH:7][CH:8]=3)[CH2:24][CH2:23]2)=[CH:31][CH:30]=1 |f:0.1.2.3.4.5|. Procedure: By following the manipulative procedure described in Example 2(d), 2.6 g of lithium aluminum hydride in 80 ml. of tetrahydrofuran and 6.0 g of 1-(indol-3-ylglyoxyloyl)-4-(p-fluorophenoxy)piperidine in 60 ml. of tetrahydrofuran are allowed to react to produce a white solid. The solid is recrystallized from isopropanol, and then from an ethanol and water mixture to give colorless cubes of 3-{2-[4-(p-fluorophenoxy)piperidyl]ethyl}indole, m.p. 109°-111° C. RXN SMILES: [CH3:23][C:24]#[N:25].[Cl:26][Cu:27][Cl:28].[ClH:22].[N:15]([O:16][C:17]([CH3:18])([CH3:19])[CH3:20])=[O:21].[NH2:1][c:2]1[c:3]([Cl:14])[cH:4][c:5]([C:10]([F:11])([F:12])[F:13])[cH:6][c:7]1[C:8]#[N:9]>>[c:2]1([Cl:22])[c:3]([Cl:14])[cH:4][c:5]([C:10]([F:11])([F:12])[F:13])[cH:6][c:7]1[C:8]#[N:9]. Starting materials: CC#N, Cl[Cu]Cl, Cl, CC(C)(C)ON=O, N#Cc1cc(C(F)(F)F)cc(Cl)c1N. Product: N#Cc1cc(C(F)(F)F)cc(Cl)c1Cl. Starting materials: ClC1=CC(=C(O[C@H](C(=O)OC)C)C=C1)OC1=C(C=C(C=C1)S(=O)(=O)CC)Cl (Methyl(2S)-2-{4-chloro-2-[2-chloro-4-(ethylsulfonyl)phenoxy]phenoxy}propanoate), [OH-].[Li+] (lithium hydroxide). The solvent is O (water), C1CCOC1 (THF), O (water). Run at time 1 hour. Yields the product ClC1=CC(=C(O[C@H](C(=O)O)C)C=C1)OC1=C(C=C(C=C1)S(=O)(=O)CC)Cl ((2S)-2-{4-Chloro-2-[2-chloro-4-(ethylsulfonyl)phenoxy]phenoxy}propanoic acid). As a reaction SMILES: [Cl:1][C:2]1[CH:14]=[CH:13][C:5]([O:6][C@@H:7]([CH3:12])[C:8]([O:10]C)=[O:9])=[C:4]([O:15][C:16]2[CH:21]=[CH:20][C:19]([S:22]([CH2:25][CH3:26])(=[O:24])=[O:23])=[CH:18][C:17]=2[Cl:27])[CH:3]=1.[OH-].[Li+]>O.C1COCC1>[Cl:1][C:2]1[CH:14]=[CH:13][C:5]([O:6][C@@H:7]([CH3:12])[C:8]([OH:10])=[O:9])=[C:4]([O:15][C:16]2[CH:21]=[CH:20][C:19]([S:22]([CH2:25][CH3:26])(=[O:23])=[O:24])=[CH:18][C:17]=2[Cl:27])[CH:3]=1 |f:1.2|. Reported procedure: A mixture of the product from step (iii) (2.3 g) and lithium hydroxide (0.303 g) in water (10 ml) and THF (10 ml) was stirred at RT for 1 h. The mixture was diluted with water, extracted with diethylether then the aqueous layer acidified by 2M hydrochloric acid and extracted with ethylacetate. The ethyl acetate layer was dried, evaporated under reduced pressure and the residue purified by RPHPLC.